This data is from the Open Reaction Database (ORD), a public repository of structured organic reaction records. The task is: describe an organic reaction: reactants, conditions, products, and yield Starting materials: [BH4-], COc1ccc(CC2NCCc3cc(OC)c(OC)c(O)c32)cc1, CO, ClC(Cl)Cl, [Na+]. Yields the product COc1ccc(CC2c3c(cc(OC)c(OC)c3O)CCN2C)cc1. RXN SMILES: [BH4-:25].[CH3:1][O:2][c:3]1[cH:4][c:5]2[c:10]([c:11]([OH:15])[c:12]1[O:13][CH3:14])[CH:9]([CH2:16][c:17]1[cH:18][cH:19][c:20]([O:23][CH3:24])[cH:21][cH:22]1)[NH:8][CH2:7][CH2:6]2.[CH3:27][OH:28].[CH:29]([Cl:30])([Cl:31])[Cl:32].[Na+:26]>>[CH3:1][O:2][c:3]1[cH:4][c:5]2[c:10]([c:11]([OH:15])[c:12]1[O:13][CH3:14])[CH:9]([CH2:16][c:17]1[cH:18][cH:19][c:20]([O:23][CH3:24])[cH:21][cH:22]1)[N:8]([CH3:29])[CH2:7][CH2:6]2. Starting materials: solution, C[O-].[Na+] (sodium methoxide), ClC=1C=C2C(CCOC2=CC1OC1=CC=C(C=C1)C(NCCC1=C(C=C(C=C1)Cl)Cl)=O)C(=O)O (6-Chloro-7-(4-(2,4-dichlorophenethylcarbamoyl)phenoxy)-chroman-4-carboxylic acid). The solvent is CO (methanol), CO (MeOH). Conditions: temperature 0 celsius, time 1 hour. Product: ClC=1C=C2C(CCOC2=CC1OC1=CC=C(C=C1)C(NCCC1=C(C=C(C=C1)Cl)Cl)=O)C(=O)[O-].[Na+] (sodium 6-chloro-7-(4-(2,4-dichlorophenethylcarbamoyl)-phenoxy)chroman-4-carboxylate). As a reaction SMILES: [Cl:1][C:2]1[CH:3]=[C:4]2[C:9](=[CH:10][C:11]=1[O:12][C:13]1[CH:18]=[CH:17][C:16]([C:19](=[O:31])[NH:20][CH2:21][CH2:22][C:23]3[CH:28]=[CH:27][C:26]([Cl:29])=[CH:25][C:24]=3[Cl:30])=[CH:15][CH:14]=1)[O:8][CH2:7][CH2:6][CH:5]2[C:32]([OH:34])=[O:33].C[O-].[Na+:37]>CO>[Cl:1][C:2]1[CH:3]=[C:4]2[C:9](=[CH:10][C:11]=1[O:12][C:13]1[CH:18]=[CH:17][C:16]([C:19](=[O:31])[NH:20][CH2:21][CH2:22][C:23]3[CH:28]=[CH:27][C:26]([Cl:29])=[CH:25][C:24]=3[Cl:30])=[CH:15][CH:14]=1)[O:8][CH2:7][CH2:6][CH:5]2[C:32]([O-:34])=[O:33].[Na+:37] |f:1.2,4.5|. Reported procedure: 6-Chloro-7-(4-(2,4-dichlorophenethylcarbamoyl)phenoxy)-chroman-4-carboxylic acid (4.50 g, 8.64 mmol) was dissolved in 25 mL of MeOH and cooled to 0° C. A 0.5 M solution of sodium methoxide in methanol (17.3 mL, 8.64 mmol) was then added and the cooling bath removed. After stirring at ambient temperature for 1 hour, the solution was concentrated to a residue. The residue was mixed with 50 mL of hexanes and stirred for 1 hour. The resulting precipitates were collected by filtration and dried under... The product is C(C1=CC=CC=C1)N1CC(C(C1)[N+](=O)[O-])C1=CC=C(C=C1)Cl ((3SR,4SR)-1-Benzyl-3-(4-chloro-phenyl)-4-nitro-pyrrolidine). Reaction conditions: temperature 25 celsius, time 30 minute. Run in C(Cl)Cl (CH2Cl2), C(Cl)Cl (CH2Cl2). Reaction SMILES: CO[CH2:3][N:4]([CH2:10][C:11]1[CH:16]=[CH:15][CH:14]=[CH:13][CH:12]=1)[CH2:5][Si](C)(C)C.[Cl:17][C:18]1[CH:23]=[CH:22][C:21](/[CH:24]=[CH:25]/[N+:26]([O-:28])=[O:27])=[CH:20][CH:19]=1.FC(F)(F)C(O)=O>C(Cl)Cl>[CH2:10]([N:4]1[CH2:5][CH:25]([N+:26]([O-:28])=[O:27])[CH:24]([C:21]2[CH:22]=[CH:23][C:18]([Cl:17])=[CH:19][CH:20]=2)[CH2:3]1)[C:11]1[CH:16]=[CH:15][CH:14]=[CH:13][CH:12]=1. Yield: 78.6%. The reactants are ClC1=CC=C(C=C1)\C=C\[N+](=O)[O-] (1-chloro-4-((E)-2-nitro-vinyl)-benzene), COCN(C[Si](C)(C)C)CC1=CC=CC=C1 (N-(methoxymethyl)-N-(phenylmethyl)-N-(trimethylsilyl)methylamine), FC(C(=O)O)(F)F (trifluoroacetic acid). Procedure details: A solution of N-(methoxymethyl)-N-(phenylmethyl)-N-(trimethylsilyl)methylamine (6.70 g, 28.2 mmol) in CH2Cl2 (100 ml) was added drop wise, over a 30 minutes period, to a stirred solution of 1-chloro-4-((E)-2-nitro-vinyl)-benzene (4.97 g, 27.1 mmol) and trifluoroacetic acid (0.31 g, 2.7 mmol) in CH2Cl2 (150 ml) at 0° C. The ice bath was removed, and the solution was stirred at 25° C. for an additional 48 h. It was then concentrated and purification by flash chromatography (SiO2, EtOAc/H 1:4) affo... The reactants are C1(=CC=CC=C1)OC(NC=1C(=NC(=C(C1)CC)C)OC)=O (Phenyl-N-(5-ethyl-2-methoxy-6-methylpyridin-3-yl)carbamate), BrC1=CC=C(C=C1)N1CCNCC1 (1-(4-bromophenyl)piperazine). Product: C(C)C=1C=C(C(=NC1C)OC)NC(=O)N1CCN(CC1)C1=CC=C(C=C1)Br (1-[(5-ethyl-2-methoxy-6-methylpyridin-3-yl)aminocarbonyl]-4-(4-bromophenyl)piperazine). Yield: 64.0%. RXN SMILES: C1(O[C:8](=[O:21])[NH:9][C:10]2[C:11]([O:19][CH3:20])=[N:12][C:13]([CH3:18])=[C:14]([CH2:16][CH3:17])[CH:15]=2)C=CC=CC=1.[Br:22][C:23]1[CH:28]=[CH:27][C:26]([N:29]2[CH2:34][CH2:33][NH:32][CH2:31][CH2:30]2)=[CH:25][CH:24]=1>>[CH2:16]([C:14]1[CH:15]=[C:10]([NH:9][C:8]([N:32]2[CH2:31][CH2:30][N:29]([C:26]3[CH:25]=[CH:24][C:23]([Br:22])=[CH:28][CH:27]=3)[CH2:34][CH2:33]2)=[O:21])[C:11]([O:19][CH3:20])=[N:12][C:13]=1[CH3:18])[CH3:17]. Procedure details: Phenyl-N-(5-ethyl-2-methoxy-6-methylpyridin-3-yl)carbamate and 1-(4-bromophenyl)piperazine were reacted by the same way with the example 1 to obtain the titled compound. Starting materials: CCOC(=O)C1=C(c2ccccc2)c2ccc(OCCCc3ccccc3)cc2C1=O, CO, Cc1ccc(S(=O)(=O)O)cc1. The product is COC(=O)C1=C(c2ccccc2)c2ccc(OCCCc3ccccc3)cc2C1=O. As a reaction SMILES: [CH2:1]([CH3:2])[O:3][C:4](=[O:5])[C:6]1=[C:14]([c:15]2[cH:16][cH:17][cH:18][cH:19][cH:20]2)[c:13]2[c:8]([cH:9][c:10]([O:21][CH2:22][CH2:23][CH2:24][c:25]3[cH:26][cH:27][cH:28][cH:29][cH:30]3)[cH:11][cH:12]2)[C:7]1=[O:31].[CH3:43][OH:44].[c:32]1([CH3:33])[cH:34][cH:35][c:36]([S:37]([OH:38])(=[O:39])=[O:40])[cH:41][cH:42]1>>[CH3:1][O:3][C:4](=[O:5])[C:6]1=[C:14]([c:15]2[cH:16][cH:17][cH:18][cH:19][cH:20]2)[c:13]2[c:8]([cH:9][c:10]([O:21][CH2:22][CH2:23][CH2:24][c:25]3[cH:26][cH:27][cH:28][cH:29][cH:30]3)[cH:11][cH:12]2)[C:7]1=[O:31]. Starting materials: C=C(Br)CBr, Cc1ccccc1, O=CCc1ccccc1, Cl, [Zn]. Yields the product C=C(Br)CC(O)Cc1ccccc1. RXN SMILES: [Br:1][C:2](=[CH2:3])[CH2:4][Br:5].[CH3:17][c:18]1[cH:19][cH:20][cH:21][cH:22][cH:23]1.[CH:6](=[O:7])[CH2:8][c:9]1[cH:10][cH:11][cH:12][cH:13][cH:14]1.[ClH:15].[Zn:16]>>[Br:1][C:2](=[CH2:3])[CH2:4][CH:6]([OH:7])[CH2:8][c:9]1[cH:10][cH:11][cH:12][cH:13][cH:14]1. Starting materials: O (water), C([O-])([O-])=O.[Cs+].[Cs+] (cesium carbonate), C(C1=CC=CC=C1)Br (benzyl bromide), S(N)(=O)(=O)CCCC(=O)O (4-Sulfamoylbutanoic acid). Run in CN(C)C=O (DMF). Reaction conditions: time 18 hour. Yields the product S(N)(=O)(=O)CCCC(=O)OCC1=CC=CC=C1 (Benzyl 4-sulfamoylbutanoate). The yield is 61.0%. RXN SMILES: [S:1]([CH2:5][CH2:6][CH2:7][C:8]([OH:10])=[O:9])(=[O:4])(=[O:3])[NH2:2].C(=O)([O-])[O-].[Cs+].[Cs+].[CH2:17](Br)[C:18]1[CH:23]=[CH:22][CH:21]=[CH:20][CH:19]=1.O>CN(C=O)C>[S:1]([CH2:5][CH2:6][CH2:7][C:8]([O:10][CH2:17][C:18]1[CH:23]=[CH:22][CH:21]=[CH:20][CH:19]=1)=[O:9])(=[O:4])(=[O:3])[NH2:2] |f:1.2.3|. Procedure: 4-Sulfamoylbutanoic acid (1.00 g, 5.98 mmol) was dissolved in DMF (6.00 mL). To this, cesium carbonate (994 mg, 3.05 mmol) and benzyl bromide (0.711 mL, 5.98 mmol) were added and the mixture was stirred at room temperature for 18 hours. The reaction was stopped by addition of water, and the organic layer was extracted with dichloromethane, washed with a saturated aqueous sodium bicarbonate solution and dried over anhydrous magnesium sulfate. The solvent was evaporated off under reduced pressure,... Starting materials: CC1(OB(OC1(C)C)C=1C=CC(=NC1)C(=O)OC)C (methyl 5-(4,4,5,5-tetramethyl-1,3,2-dioxaborolan-2-yl)-2-pyridinecarboxylate), BrC1=CC=C(C=N1)C#N (6-bromo-3-pyridinecarbonitrile), C(=O)(O)[O-].[Na+] (NaHCO3), O1CCOCC1 (1,4-dioxane). The reagents and catalysts are C1=CC=C(C=C1)P([C-]2C=CC=C2)C3=CC=CC=C3.C1=CC=C(C=C1)P([C-]2C=CC=C2)C3=CC=CC=C3.Cl[Pd]Cl.[Fe+2].C(Cl)Cl (PdCl2(dppf) CH2Cl2). Solvent: O (water), O (water), C(Cl)Cl (CH2Cl2). The product is C(#N)C=1C=CC(=NC1)C=1C=NC(=CC1)C(=O)OC (Methyl 5-cyano-2,3′-bipyridine-6′-carboxylate). Isolated yield 23.0%. As a reaction SMILES: CC1(C)C(C)(C)OB([C:9]2[CH:10]=[CH:11][C:12]([C:15]([O:17][CH3:18])=[O:16])=[N:13][CH:14]=2)O1.Br[C:21]1[N:26]=[CH:25][C:24]([C:27]#[N:28])=[CH:23][CH:22]=1.C([O-])(O)=O.[Na+].O1CCOCC1>O.C(Cl)Cl.C1C=CC(P(C2C=CC=CC=2)[C-]2C=CC=C2)=CC=1.C1C=CC(P(C2C=CC=CC=2)[C-]2C=CC=C2)=CC=1.Cl[Pd]Cl.[Fe+2].C(Cl)Cl>[C:27]([C:24]1[CH:23]=[CH:22][C:21]([C:9]2[CH:14]=[N:13][C:12]([C:15]([O:17][CH3:18])=[O:16])=[CH:11][CH:10]=2)=[N:26][CH:25]=1)#[N:28] |f:2.3,7.8.9.10.11|. Reported procedure: To a microwave vial was added methyl 5-(4,4,5,5-tetramethyl-1,3,2-dioxaborolan-2-yl)-2-pyridinecarboxylate (2 g, 7.60 mmol), 6-bromo-3-pyridinecarbonitrile (2.09 g, 11.40 mmol), PdCl2(dppf)-CH2Cl2 adduct (0.62 g, 0.760 mmol), NaHCO3 (1.277 g, 15.20 mmol), 1,4-dioxane (8 ml) and water (2 ml). The mixture was microwaved for 15 min at 105° C. The resulting dark solution was diluted with water and CH2Cl2. The aqueous layer was extracted three times with CH2Cl2. The CH2Cl2 extracts were passed over a... Starting materials: COC(=O)C(C)Cl, CN(C)C=O, [Cl-], [H-], Nc1cc(O)ccc1F, [NH4+], [Na+]. Product: COC(=O)C(C)Oc1ccc(F)c(N)c1. RXN SMILES: [CH3:12][O:13][C:14]([CH:15]([CH3:16])[Cl:17])=[O:18].[CH3:21][N:22]([CH3:23])[CH:24]=[O:25].[Cl-:19].[H-:10].[NH2:1][c:2]1[cH:3][c:4]([OH:9])[cH:5][cH:6][c:7]1[F:8].[NH4+:20].[Na+:11]>>[NH2:1][c:2]1[cH:3][c:4]([O:9][CH:15]([C:14]([O:13][CH3:12])=[O:18])[CH3:16])[cH:5][cH:6][c:7]1[F:8].